From a dataset of the Open Reaction Database (ORD), a public repository of structured organic reaction records. describe an organic reaction: reactants, conditions, products, and yield Reactants: C(C1=CC=CC=C1)OC(=O)NC(C(C#N)O)C(C)C (3-[(benzyloxycarbonyl)amino]-2-hydroxy-4-methylpentanenitrile), N1=CC=CC=C1 (pyridine), C(C)(=O)OC(C)=O (acetic anhydride). Solvent: C(C)(=O)OCC (ethyl acetate). Product: C(C1=CC=CC=C1)OC(=O)N[C@H](C(C#N)OC(C)=O)C(C)C (3-(S)-[(benzyloxycarbonyl)amino]-2-acetoxy-4-methylpentanenitrile). The yield is 90.6%. As a reaction SMILES: [CH2:1]([O:8][C:9]([NH:11][CH:12]([CH:17]([CH3:19])[CH3:18])[CH:13]([OH:16])[C:14]#[N:15])=[O:10])[C:2]1[CH:7]=[CH:6][CH:5]=[CH:4][CH:3]=1.N1C=CC=CC=1.[C:26](OC(=O)C)(=[O:28])[CH3:27]>C(OCC)(=O)C>[CH2:1]([O:8][C:9]([NH:11][C@@H:12]([CH:17]([CH3:19])[CH3:18])[CH:13]([O:16][C:26](=[O:28])[CH3:27])[C:14]#[N:15])=[O:10])[C:2]1[CH:3]=[CH:4][CH:5]=[CH:6][CH:7]=1. Reported procedure: To a solution containing 3-[(benzyloxycarbonyl)amino]-2-hydroxy-4-methylpentanenitrile (32.0 g, 0.12 mol) and pyridine (59 mL) was added acetic anhydride (73.6 g, 68 mL, 0.72 mol) dropwise at RT. After 3 h the reaction was diluted with ethyl acetate and washed with water. The organic layer was separated, dried (anhydrous magnesium sulfate) and evaporated. The residue was purified by column chromatography (silica get, 1:1 hexane:ethyl acetate) to give 33.08 g (94.0%) of 3-(S)-[(benzyloxycarbonyl)... The reactants are [NH4+].[Cl-] (NH4Cl), BrC=1C=C2C=CC(=CC2=CC1)O (6-bromo-2-naphthol), C(C1=CC=CC=C1)Br (benzyl bromide), [H-].[Na+] (NaH), oil. Solvent: CN(C)C=O (DMF). Reaction conditions: temperature 0 celsius. Product: BrC=1C=C2C=CC(=CC2=CC1)OCC1=CC=CC=C1 ([(6-bromo-2-naphthyl)oxy](phenyl)methane). As a reaction SMILES: [Br:1][C:2]1[CH:3]=[C:4]2[C:9](=[CH:10][CH:11]=1)[CH:8]=[C:7]([OH:12])[CH:6]=[CH:5]2.[CH2:13](Br)[C:14]1[CH:19]=[CH:18][CH:17]=[CH:16][CH:15]=1.[H-].[Na+].[NH4+].[Cl-]>CN(C=O)C>[Br:1][C:2]1[CH:3]=[C:4]2[C:9](=[CH:10][CH:11]=1)[CH:8]=[C:7]([O:12][CH2:13][C:14]1[CH:19]=[CH:18][CH:17]=[CH:16][CH:15]=1)[CH:6]=[CH:5]2 |f:2.3,4.5|. Procedure details: To a mixture of 6-bromo-2-naphthol (1.99 g, 8.9 mmol) and benzyl bromide (1.2 ml, 1.1 equiv.) in DMF (18 ml) at 0° C. was added a suspension of NaH 80% in oil (324 mg, 1.2 equiv.) and the mixture was stirred at 0° C. for an hour and at r.t. for another hour. After addition of half saturated NH4Cl, the product was extracted in i-PrOAc, washed with 1N HCl, dried over Na2SO4 and concentrated to yield 2.84 g of an oil. Reactants: [BH3-]C#N, CC(=O)O, CO, O=S(=O)(NCCNCC=Cc1ccc(Cl)cc1)c1cccc2cnccc12, [Na+], O=Cc1ccc(O)cc1. Yields the product O=S(=O)(NCCN(CC=Cc1ccc(Cl)cc1)Cc1ccc(O)cc1)c1cccc2cnccc12. RXN SMILES: [C:37]([BH3-:38])#[N:39].[CH3:41][C:42](=[O:43])[OH:44].[CH3:45][OH:46].[Cl:1][c:2]1[cH:3][cH:4][c:5]([CH:6]=[CH:7][CH2:8][NH:9][CH2:10][CH2:11][NH:12][S:13](=[O:14])(=[O:15])[c:16]2[c:17]3[cH:18][cH:19][n:20][cH:21][c:22]3[cH:23][cH:24][cH:25]2)[cH:26][cH:27]1.[Na+:40].[OH:28][c:29]1[cH:30][cH:31][c:32]([CH:33]=[O:34])[cH:35][cH:36]1>>[Cl:1][c:2]1[cH:3][cH:4][c:5]([CH:6]=[CH:7][CH2:8][N:9]([CH2:10][CH2:11][NH:12][S:13](=[O:14])(=[O:15])[c:16]2[c:17]3[cH:18][cH:19][n:20][cH:21][c:22]3[cH:23][cH:24][cH:25]2)[CH2:33][c:32]2[cH:31][cH:30][c:29]([OH:28])[cH:36][cH:35]2)[cH:26][cH:27]1. The reactants are C1(=CC=CC=C1)C(N1C=NC(=C1)CCCO)(C1=CC=CC=C1)C1=CC=CC=C1 (3-(1-triphenylmethyl-1H-imidazol-4-yl)propanol), BrCC(=O)C1=CC=CC=C1 (2-bromo-1-phenylethanone). The solvent is C(Cl)Cl (methylene chloride). The product is N1C=NC(=C1)CCCOCC(=O)C1=CC=CC=C1 (2-(3-(1H-Imidazol-4-yl)propyloxy)-1-phenylethanone). RXN SMILES: C1(C(C2C=CC=CC=2)(C2C=CC=CC=2)[N:8]2[CH:12]=[C:11]([CH2:13][CH2:14][CH2:15][OH:16])[N:10]=[CH:9]2)C=CC=CC=1.Br[CH2:30][C:31]([C:33]1[CH:38]=[CH:37][CH:36]=[CH:35][CH:34]=1)=[O:32]>C(Cl)Cl>[NH:8]1[CH:12]=[C:11]([CH2:13][CH2:14][CH2:15][O:16][CH2:30][C:31]([C:33]2[CH:38]=[CH:37][CH:36]=[CH:35][CH:34]=2)=[O:32])[N:10]=[CH:9]1. Reported procedure: 5 mmol of 3-(1-triphenylmethyl-1H-imidazol-4-yl)propanol and 5 mmol of 2-bromo-1-phenylethanone are stirred for 72 hours in methylene chloride. The solvent is evaporated off under reduced pressure and the residue is refluxed for 1 hour in 30 ml of 2N HCl and 30 ml of acetone. The solvent is evaporated off under reduced pressure and triphenylmethanol is extracted using diethyl ether. The aqueous phase is alkalized with ammonia, and the crude product is extracted with diethyl ether, purified by ro... Starting materials: FC=1C=C(C2=C(C(C=C(O2)C2=CC=C(C=C2)NC(C(C)(C)C)=O)=O)C1NC(C(C)(C)C)=O)F (6,8-Difluoro-5-pivaloylamino-2-(4-pivaloylaminophenyl)-4H-1-benzopyran-4-one), Cl (hydrochloric acid). Run in O1CCOCC1 (dioxane). The product is NC1=C(C=C(C2=C1C(C=C(O2)C2=CC=C(C=C2)N)=O)F)F (5-Amino-2-(4-aminophenyl)-6,8-difluoro-4H-1-benzopyran-4-one). The yield is 64.6%. RXN SMILES: [F:1][C:2]1[CH:3]=[C:4]([F:33])[C:5]2[O:10][C:9]([C:11]3[CH:16]=[CH:15][C:14]([NH:17]C(=O)C(C)(C)C)=[CH:13][CH:12]=3)=[CH:8][C:7](=[O:24])[C:6]=2[C:25]=1[NH:26]C(=O)C(C)(C)C.Cl>O1CCOCC1>[NH2:26][C:25]1[C:6]2[C:7](=[O:24])[CH:8]=[C:9]([C:11]3[CH:12]=[CH:13][C:14]([NH2:17])=[CH:15][CH:16]=3)[O:10][C:5]=2[C:4]([F:33])=[CH:3][C:2]=1[F:1]. Procedure details: 1.42 g of Compound 11 was dissolved in 84 ml of dioxane, 36 ml of concentrated hydrochloric acid was added and the mixture was heated at reflux for 3 hours. The reaction solution was cooled on ice and the precipitated crystals were collected by filtration to give 579 mg (57%) of Compound 12. Starting materials: C(=NC1CCCCC1)=NC1CCCCC1, ClC(Cl)Cl, NC1N=Cc2ccccc2N(CCOC2CCCCO2)C1=O, On1nnc2ccccc21, NC1N=C(c2ccccc2)c2ccccc2N(CCOC2CCCCO2)C1=O, O=C(O)c1cc2ccccc2[nH]1. Yields the product O=C(NC1N=C(c2ccccc2)c2ccccc2N(CCOC2CCCCO2)C1=O)c1cc2ccccc2[nH]1. As a reaction SMILES: [CH:23]1([N:24]=[C:25]=[N:26][CH:27]2[CH2:28][CH2:29][CH2:30][CH2:31][CH2:32]2)[CH2:33][CH2:34][CH2:35][CH2:36][CH2:37]1.[CH:88]([Cl:89])([Cl:90])[Cl:91].[NH2:38][CH:39]1[N:40]=[CH:41][c:42]2[cH:43][cH:44][cH:45][cH:46][c:47]2[N:48]([CH2:49][CH2:50][O:51][CH:52]2[CH2:53][CH2:54][CH2:55][CH2:56][O:57]2)[C:58]1=[O:59].[OH:13][n:14]1[c:15]2[cH:16][cH:17][cH:18][cH:19][c:20]2[n:21][n:22]1.[c:60]1([C:66]2=[N:67][CH:68]([NH2:87])[C:69](=[O:86])[N:70]([CH2:77][CH2:78][O:79][CH:80]3[O:81][CH2:82][CH2:83][CH2:84][CH2:85]3)[c:71]3[c:72]2[cH:73][cH:74][cH:75][cH:76]3)[cH:61][cH:62][cH:63][cH:64][cH:65]1.[nH:1]1[c:2]([C:10](=[O:11])[OH:12])[cH:3][c:4]2[cH:5][cH:6][cH:7][cH:8][c:9]12>>[nH:1]1[c:2]([C:10](=[O:12])[NH:87][CH:68]2[N:67]=[C:66]([c:60]3[cH:61][cH:62][cH:63][cH:64][cH:65]3)[c:72]3[c:71]([cH:76][cH:75][cH:74][cH:73]3)[N:70]([CH2:77][CH2:78][O:79][CH:80]3[O:81][CH2:82][CH2:83][CH2:84][CH2:85]3)[C:69]2=[O:86])[cH:3][c:4]2[cH:5][cH:6][cH:7][cH:8][c:9]12. Reactants: O1COC2=C1C=CC(=C2)C=2C(OC(C2CC2=CC(=C(C(=C2)OC)OC)OC)(C2=CC=C(C=C2)OC)O)=O (3-Benzo[1,3]-dioxol-5-yl-5-hydroxy-5-(4-methoxy-phenyl)-4-(3,4,5-trimethoxy-benzyl)-5H-furan-2-one), ClCCl (dichloromethane), OCCN1CCOCC1 (4-(2-Hydroxyethyl)morpholine), OCCN1CCOCC1 (4-(2-hydroxyethyl)-morphline). Conditions: time 3 hour. The product is O1COC2=C1C=CC(=C2)C=2C(OC(C2CC2=CC(=C(C(=C2)OC)OC)OC)(C2=CC=C(C=C2)OC)OCCCN(C)C)=O (3-Benzo[1,3]dioxol-5-yl-5-(3-dimethylamino-propoxy)-5-(4-methoxy-phenyl)-4-(3,4,5-trimethoxy-benzyl)-5H-furan-2-one). RXN SMILES: [O:1]1[C:5]2[CH:6]=[CH:7][C:8]([C:10]3[C:11](=[O:37])[O:12][C:13]([OH:36])([C:28]4[CH:33]=[CH:32][C:31]([O:34][CH3:35])=[CH:30][CH:29]=4)[C:14]=3[CH2:15][C:16]3[CH:21]=[C:20]([O:22][CH3:23])[C:19]([O:24][CH3:25])=[C:18]([O:26][CH3:27])[CH:17]=3)=[CH:9][C:4]=2[O:3][CH2:2]1.OC[CH2:40][N:41]1[CH2:46][CH2:45]OC[CH2:42]1.Cl[CH2:48]Cl>>[O:1]1[C:5]2[CH:6]=[CH:7][C:8]([C:10]3[C:11](=[O:37])[O:12][C:13]([O:36][CH2:48][CH2:45][CH2:46][N:41]([CH3:42])[CH3:40])([C:28]4[CH:29]=[CH:30][C:31]([O:34][CH3:35])=[CH:32][CH:33]=4)[C:14]=3[CH2:15][C:16]3[CH:17]=[C:18]([O:26][CH3:27])[C:19]([O:24][CH3:25])=[C:20]([O:22][CH3:23])[CH:21]=3)=[CH:9][C:4]=2[O:3][CH2:2]1. Procedure: To 125 mL dichloromethane was added 3-Benzo[1,3]-dioxol-5-yl-5-hydroxy-5-(4-methoxy-phenyl)-4-(3,4,5-trimethoxy-benzyl)-5H-furan-2-one 6.06 g (11.96 mmol), giving a suspension. 4-(2-Hydroxyethyl)morpholine 3 g (22.86 imol) was added, and the mixture was purged with anhydrous HCl gas until saturated. After 3 hours at room temperature, additional 4-(2-hydroxyethyl)-morphline 3 g (22.86 mmol) was added, followed by stirring for 24 hours at room temperature. The mixture was evaporated in vacuo, and ...